Dataset: the Open Reaction Database (ORD), a public repository of structured organic reaction records. Task: describe an organic reaction: reactants, conditions, products, and yield The reactants are ClC(=O)OC1=CC=CC=C1 (phenyl chloroformate), NC1=CC(=NC=C1)Br (4-amino-2-bromopyridine), C[C@@H]1N(C[C@H](NC1)C)C1=CC(=C(C#N)C=C1)C(F)(F)F ((2S,5R)-4-(2,5-dimethylpiperazin-1-yl)-2-trifluoromethylbenzonitrile). Run in N1=CC=CC=C1 (pyridine). Run at time 4 day. Product: BrC1=NC=CC(=C1)NC(=O)N1[C@@H](CN([C@H](C1)C)C1=CC(=C(C=C1)C#N)C(F)(F)F)C ((2R,5S)-N-(2-Bromo-4-pyridyl)-4-(4-cyano-3-trifluoromethylphenyl)-2,5-dimethylpiperazine-1-carboxamide). Reaction SMILES: [NH2:1][C:2]1[CH:7]=[CH:6][N:5]=[C:4]([Br:8])[CH:3]=1.Cl[C:10](OC1C=CC=CC=1)=[O:11].[CH3:19][C@H:20]1[CH2:25][NH:24][C@H:23]([CH3:26])[CH2:22][N:21]1[C:27]1[CH:34]=[CH:33][C:30]([C:31]#[N:32])=[C:29]([C:35]([F:38])([F:37])[F:36])[CH:28]=1>N1C=CC=CC=1>[Br:8][C:4]1[CH:3]=[C:2]([NH:1][C:10]([N:24]2[CH2:25][C@H:20]([CH3:19])[N:21]([C:27]3[CH:34]=[CH:33][C:30]([C:31]#[N:32])=[C:29]([C:35]([F:38])([F:37])[F:36])[CH:28]=3)[CH2:22][C@H:23]2[CH3:26])=[O:11])[CH:7]=[CH:6][N:5]=1. Procedure details: A 1.66 g portion of 4-amino-2-bromopyridine was dissolved in 1.4 ml of pyridine, mixed with 2.0 g of phenyl chloroformate and stirred at room temperature for 4 days. Next, this was mixed with 2 g of (2S,5R)-4-(2,5-dimethylpiperazin-1-yl)-2-trifluoromethylbenzonitrile synthesized in Reference Example 11-1 and heated at 100° C. for 1 hour and 30 minutes. After evaporation of the solvent, the residue was dissolved in ethyl acetate, washed with water and then with saturated brine and dried over magn... Reactants: (2R)-3-(2-fluorophenyl)-1-methyl-5-oxo(3-pyrrolin-2-yl)carbonyl(4S)-4-benzyl-1,3-oxazolidin-2-one, FC1=C(C=CC=C1)C=1[C@H](N(C(C1)=O)C)C(=O)N1C(OC[C@@H]1CC1=CC=CC=C1)=O ((4S)-3-{[(2S)-3-(2-fluorophenyl)-1-methyl-5-oxo(3-pyrrolin-2-yl)]carbonyl}-4-benzyl-1,3-oxazolidin-2-one). Reagents/catalysts: [Pd] (palladium on carbon), [Pd] (palladium on carbon). Run in CCO (EtOH), CCO (EtOH), CCO (EtOH). Run at time 17 hour. Product: FC1=C(C=CC=C1)[C@H]1[C@H](N(C(C1)=O)C)C(=O)N1C(OC[C@@H]1CC1=CC=CC=C1)=O ((4S)-3-{[(2S,3S)-3-(2-fluorophenyl)-1-methyl-5-oxopyrrolidin-2-yl]carbonyl}-4-benzyl-1,3-oxazolidin-2-one). The yield is 33.6%. As a reaction SMILES: [F:1][C:2]1[CH:7]=[CH:6][CH:5]=[CH:4][C:3]=1[C:8]1[C@@H:9]([C:15]([N:17]2[C@@H:21]([CH2:22][C:23]3[CH:28]=[CH:27][CH:26]=[CH:25][CH:24]=3)[CH2:20][O:19][C:18]2=[O:29])=[O:16])[N:10]([CH3:14])[C:11](=[O:13])[CH:12]=1>[Pd].CCO>[F:1][C:2]1[CH:7]=[CH:6][CH:5]=[CH:4][C:3]=1[C@@H:8]1[CH2:12][C:11](=[O:13])[N:10]([CH3:14])[C@@H:9]1[C:15]([N:17]1[C@@H:21]([CH2:22][C:23]2[CH:24]=[CH:25][CH:26]=[CH:27][CH:28]=2)[CH2:20][O:19][C:18]1=[O:29])=[O:16]. Procedure details: To a slurry of 20% palladium on carbon (10 g, 0.06 equiv) in EtOH (1 L) was added a solution of diastereomeric mixture of 3-{[(2R)-3-(2-fluorophenyl)-1-methyl-5-oxo(3-pyrrolin-2-yl)carbonyl(4S)-4-benzyl-1,3-oxazolidin-2-one and (4S)-3-{[(2S)-3-(2-fluorophenyl)-1-methyl-5-oxo(3-pyrrolin-2-yl)]carbonyl}-4-benzyl-1,3-oxazolidin-2-one (154 g, 0.36 mol) in EtOH (1 L) and the resulting mixture was vigorously stirred under a H2 atmosphere (1 Atm) for 17 h. The reaction mixture was filtered through a pa... Starting materials: C(C=C)(=O)OCCCCCCCCCCCCCCCCCCCC (eicosanyl acrylate), C(C(=C)C)(=O)OCCCCCCCCCCCC (lauryl methacrylate), C1(\C=C/C(=O)O1)=O (maleic anhydride). Run in C1(=CC=CC=C1)C (toluene). Run at temperature 85 celsius. Product: C(C=C)(=O)OCCCCCCCCCCCCCCCCCCCC.C(C(=C)C)(=O)OCCCCCCCCCCCC.C1(\C=C/C(=O)O1)=O (eicosanyl acrylate lauryl methacrylate maleic anhydride). RXN SMILES: [C:1]([O:5][CH2:6][CH2:7][CH2:8][CH2:9][CH2:10][CH2:11][CH2:12][CH2:13][CH2:14][CH2:15][CH2:16][CH2:17][CH2:18][CH2:19][CH2:20][CH2:21][CH2:22][CH2:23][CH2:24][CH3:25])(=[O:4])[CH:2]=[CH2:3].[C:26]([O:31][CH2:32][CH2:33][CH2:34][CH2:35][CH2:36][CH2:37][CH2:38][CH2:39][CH2:40][CH2:41][CH2:42][CH3:43])(=[O:30])[C:27]([CH3:29])=[CH2:28].[C:44]1(=[O:50])[O:49][C:47](=[O:48])[CH:46]=[CH:45]1>C1(C)C=CC=CC=1>[C:1]([O:5][CH2:6][CH2:7][CH2:8][CH2:9][CH2:10][CH2:11][CH2:12][CH2:13][CH2:14][CH2:15][CH2:16][CH2:17][CH2:18][CH2:19][CH2:20][CH2:21][CH2:22][CH2:23][CH2:24][CH3:25])(=[O:4])[CH:2]=[CH2:3].[C:26]([O:31][CH2:32][CH2:33][CH2:34][CH2:35][CH2:36][CH2:37][CH2:38][CH2:39][CH2:40][CH2:41][CH2:42][CH3:43])(=[O:30])[C:27]([CH3:29])=[CH2:28].[C:47]1(=[O:48])[O:49][C:44](=[O:50])[CH:45]=[CH:46]1 |f:4.5.6|. Reported procedure: Isopar (10 g), eicosanyl acrylate (15 g), and lauryl methacrylate (3 g) are charged to a reactor equipped with a stirrer, a heater, a thermometer, an addition funnel containing a solution of maleic anhydride (3 g) in toluene (5 g), and a nitrogen-bubbling duct. The reactor is flushed with nitrogen gas and sealed. The reactor is heated to 85° C. and tert-butyl peroxibenzoate (0.2 g) is added. The reaction mixture is heated in the closed system at 85° C. for three hours, and tert-butyl peroxibenzo... Starting materials: N,N'-Carbonyldiimidazole, CC1=CC2=C(C(C3=C(C=C2)C=C(C=C3)C)C=3C(NC(N(C3)CC=3OC=C(N3)C(=O)O)=O)=S)C=C1 (2-[[5-{2,8-Dimethyl-5H-dibenzo[a,d]cyclohepten-5-yl}-3,4-dihydro-2-oxo-4-thioxo-1(2H)-pyrimidinyl]methyl]-4-oxazolecarboxylic acid), CN (Methylamine), solution. Run in CN(C=O)C (N,N-dimethylformamide), O1CCCC1 (tetrahydrofuran). Product: CC1=CC2=C(C(C3=C(C=C2)C=C(C=C3)C)C=3C(NC(N(C3)CC=3OC=C(N3)C(=O)NC)=O)=S)C=C1 (2-[[5-{2,8-Dimethyl-5H-dibenzo[a,d]cyclohepten-5-yl}-3,4-dihydro-2-oxo-4-thioxo-1(2H)-pyrimidinyl]methyl]-N-methyl-4-oxazolecarboxamide). Reaction SMILES: [CH3:1][C:2]1[CH:34]=[CH:33][C:5]2[CH:6]([C:16]3[C:17](=[S:32])[NH:18][C:19](=[O:31])[N:20]([CH2:22][C:23]4[O:24][CH:25]=[C:26]([C:28](O)=[O:29])[N:27]=4)[CH:21]=3)[C:7]3[CH:14]=[CH:13][C:12]([CH3:15])=[CH:11][C:8]=3[CH:9]=[CH:10][C:4]=2[CH:3]=1.[CH3:35][NH2:36]>CN(C)C=O.O1CCCC1>[CH3:1][C:2]1[CH:34]=[CH:33][C:5]2[CH:6]([C:16]3[C:17](=[S:32])[NH:18][C:19](=[O:31])[N:20]([CH2:22][C:23]4[O:24][CH:25]=[C:26]([C:28]([NH:36][CH3:35])=[O:29])[N:27]=4)[CH:21]=3)[C:7]3[CH:14]=[CH:13][C:12]([CH3:15])=[CH:11][C:8]=3[CH:9]=[CH:10][C:4]=2[CH:3]=1. Procedure details: N,N'-Carbonyldiimidazole (0.073 g) and the product of example 37(0.2 g) in N,N-dimethylformamide (3 ml) was stirred at room temperature. After 0.5 h Methylamine (0.6 ml of a 2M solution in tetrahydrofuran) was added. After a further 0.5 h the solution was partitioned between water and ethyl acetate. The organic solution was washed with water and brine, dried (MgSO4) and evaporated under reduced pressure. Purification was by chromatography eluting with 20% ethyl acetate in iso-hexane. Yield 0. lg... Reactants: C(C)(C)(C)[Si](O[C@H]1C[C@H](C1)C(C)NS(=O)C(C)(C)C)(C)C (2-methyl-propane-2-sulfinic acid {1-[cis-3-(tert-butyl-dimethyl-silanyloxy)-cyclobutyl]-ethyl}-amide), Cl (hydrogen chloride). The solvent is CO (MeOH). Conditions: time 20 minute. Yields the product Cl.NC(C)[C@H]1C[C@H](C1)O (cis-3-(1-aminoethyl)-cyclobutanol hydrochloride). RXN SMILES: C([Si](C)(C)[O:6][C@@H:7]1[CH2:10][C@H:9]([CH:11]([NH:13]S(C(C)(C)C)=O)[CH3:12])[CH2:8]1)(C)(C)C.[ClH:22]>CO>[ClH:22].[NH2:13][CH:11]([C@@H:9]1[CH2:10][C@H:7]([OH:6])[CH2:8]1)[CH3:12] |f:3.4|. Reported procedure: To a solution of 2-methyl-propane-2-sulfinic acid {1-[cis-3-(tert-butyl-dimethyl-silanyloxy)-cyclobutyl]-ethyl}-amide (200 mg, 0.60 mmol) in MeOH (3 mL) was added hydrogen chloride (4.0M in 1,4-dioxane, 0.30 mL, 1.2 mmol). The reaction mixture was stirred at room temperature for 20 min then concentrated to afford cis-3-(1-aminoethyl)-cyclobutanol hydrochloride as an off-white semisolid which was used without further purification. 1H NMR (METHANOL-d4, 300 MHz): δ (ppm) 4.09 (quind, J=7.5, 3.8 Hz,... The reactants are CC(C)COc1ccc(C2=NC(=Cc3ccc(OC(C)C)cc3)C(=O)O2)cc1, Cc1ccccc1, NCCO, O. The product is CC(C)COc1ccc(C(=O)NC(=Cc2ccc(OC(C)C)cc2)C(=O)NCCO)cc1. Reaction SMILES: [CH2:12]([CH:13]([CH3:14])[CH3:15])[O:16][c:17]1[cH:18][cH:19][c:20]([C:23]2=[N:27][C:26](=[CH:28][c:29]3[cH:30][cH:31][c:32]([O:35][CH:36]([CH3:37])[CH3:38])[cH:33][cH:34]3)[C:25](=[O:39])[O:24]2)[cH:21][cH:22]1.[CH3:5][c:6]1[cH:7][cH:8][cH:9][cH:10][cH:11]1.[NH2:1][CH2:2][CH2:3][OH:4].[OH2:40]>>[NH:1]([CH2:2][CH2:3][OH:4])[C:25]([C:26]([NH:27][C:23]([c:20]1[cH:19][cH:18][c:17]([O:16][CH2:12][CH:13]([CH3:14])[CH3:15])[cH:22][cH:21]1)=[O:24])=[CH:28][c:29]1[cH:30][cH:31][c:32]([O:35][CH:36]([CH3:37])[CH3:38])[cH:33][cH:34]1)=[O:39].